From a dataset of the Open Reaction Database (ORD), a public repository of structured organic reaction records. describe an organic reaction: reactants, conditions, products, and yield Product: NC1=NC=C(C2=C1C(=CS2)C2=CC(=C(C=C2)NC(=O)C=2N(C1=CC=CC=C1C2)C)OC)NC(CCN2CCOCC2)=O (N-(4-{4-amino-7-[(3-morpholin-4-ylpropanoyl)amino]thieno[3,2-c]pyridin-3-yl}-2-methoxyphenyl)-1-methyl-1H-indole-2-carboxamide). Procedure: The title compound was prepared using 1-methyl-1H-indole-2-carbonyl chloride, N-[4-amino-3-(4-amino-3-methoxyphenyl)thieno[3,2-c]pyridin-7-yl]-3-morpholin-4-ylpropanamide, and the procedure described in General Procedure F. m/z (M+H)+ 585.4. As a reaction SMILES: [CH3:1][N:2]1[C:10]2[C:5](=[CH:6][CH:7]=[CH:8][CH:9]=2)[CH:4]=[C:3]1[C:11](Cl)=[O:12].[NH2:14][C:15]1[C:20]2[C:21]([C:24]3[CH:29]=[CH:28][C:27]([NH2:30])=[C:26]([O:31][CH3:32])[CH:25]=3)=[CH:22][S:23][C:19]=2[C:18]([NH:33][C:34](=[O:43])[CH2:35][CH2:36][N:37]2[CH2:42][CH2:41][O:40][CH2:39][CH2:38]2)=[CH:17][N:16]=1>>[NH2:14][C:15]1[C:20]2[C:21]([C:24]3[CH:29]=[CH:28][C:27]([NH:30][C:11]([C:3]4[N:2]([CH3:1])[C:10]5[C:5]([CH:4]=4)=[CH:6][CH:7]=[CH:8][CH:9]=5)=[O:12])=[C:26]([O:31][CH3:32])[CH:25]=3)=[CH:22][S:23][C:19]=2[C:18]([NH:33][C:34](=[O:43])[CH2:35][CH2:36][N:37]2[CH2:38][CH2:39][O:40][CH2:41][CH2:42]2)=[CH:17][N:16]=1. Reactants: CN1C(=CC2=CC=CC=C12)C(=O)Cl (1-methyl-1H-indole-2-carbonyl chloride), NC1=NC=C(C2=C1C(=CS2)C2=CC(=C(C=C2)N)OC)NC(CCN2CCOCC2)=O (N-[4-amino-3-(4-amino-3-methoxyphenyl)thieno[3,2-c]pyridin-7-yl]-3-morpholin-4-ylpropanamide). Reactants: [Al+3], CCN(CC)C(=O)c1ccc(C(CCN2CCC(n3cnc4ccccc43)CC2)c2cccc(OC)c2)cc1, Cc1ccccc1, [H-], [H-], [H-], [H-], [Li+], [Mg+2], [Na+], O=S(=O)([O-])[O-], C1CCOC1, [OH-], O. The product is CCN(CC)Cc1ccc(C(CCN2CCC(n3cnc4ccccc43)CC2)c2cccc(OC)c2)cc1. Reaction SMILES: [Al+3:2].[CH2:7]([CH3:8])[N:9]([C:10](=[O:11])[c:12]1[cH:13][cH:14][c:15]([CH:18]([CH2:19][CH2:20][N:21]2[CH2:22][CH2:23][CH:24]([n:27]3[cH:28][n:29][c:30]4[c:31]3[cH:32][cH:33][cH:34][cH:35]4)[CH2:25][CH2:26]2)[c:36]2[cH:37][c:38]([O:42][CH3:43])[cH:39][cH:40][cH:41]2)[cH:16][cH:17]1)[CH2:44][CH3:45].[CH3:59][c:60]1[cH:61][cH:62][cH:63][cH:64][cH:65]1.[H-:1].[H-:4].[H-:5].[H-:6].[Li+:3].[Mg+2:48].[Na+:47].[O-:49][S:50](=[O:51])(=[O:52])[O-:53].[O:54]1[CH2:55][CH2:56][CH2:57][CH2:58]1.[OH-:46].[OH2:66]>>[CH2:7]([CH3:8])[N:9]([CH2:10][c:12]1[cH:13][cH:14][c:15]([CH:18]([CH2:19][CH2:20][N:21]2[CH2:22][CH2:23][CH:24]([n:27]3[cH:28][n:29][c:30]4[c:31]3[cH:32][cH:33][cH:34][cH:35]4)[CH2:25][CH2:26]2)[c:36]2[cH:37][c:38]([O:42][CH3:43])[cH:39][cH:40][cH:41]2)[cH:16][cH:17]1)[CH2:44][CH3:45].